This data is from the Open Reaction Database (ORD), a public repository of structured organic reaction records. The task is: describe an organic reaction: reactants, conditions, products, and yield The reactants are BrC=1C=C2C=CNC2=CC1 (5-bromo-1H-indole), BrCCCCBr (1,4-dibromobutane). Yields the product BrC1=C2C=CN(C2=CC=C1)CCCCBr (4-Bromo-1-(4-bromobutyl)-1H-indole). As a reaction SMILES: [Br:1][C:2]1[CH:3]=[C:4]2[C:8](=[CH:9][CH:10]=1)[NH:7][CH:6]=[CH:5]2.Br[CH2:12][CH2:13][CH2:14][CH2:15][Br:16]>>[Br:16][C:15]1[CH:3]=[CH:4][CH:5]=[C:6]2[C:14]=1[CH:13]=[CH:12][N:7]2[CH2:8][CH2:9][CH2:10][CH2:2][Br:1]. Procedure: The procedure is as for Example 39 using as substrate 5-bromo-1H-indole and 1,4-dibromobutane. Reactants: BrC=1C=NC(=C(C(=O)O)C1)Cl (5-bromo-2-chloronicotinic acid), C(C(=O)Cl)(=O)Cl (oxalyl chloride). Reagents/catalysts: CN(C=O)C (dimethylformamide). Solvent: C(Cl)Cl (methylene chloride). The product is BrC=1C=C(C(=NC1)Cl)C(=O)Cl (5-bromo-2-chloropyridine-3-carbonyl chloride). Isolated yield 99.4%. Reaction SMILES: [Br:1][C:2]1[CH:3]=[N:4][C:5]([Cl:11])=[C:6]([CH:10]=1)[C:7](O)=[O:8].C(Cl)(=O)C([Cl:15])=O>C(Cl)Cl.CN(C)C=O>[Br:1][C:2]1[CH:10]=[C:6]([C:7]([Cl:15])=[O:8])[C:5]([Cl:11])=[N:4][CH:3]=1. Procedure: To a slurry of 5-bromo-2-chloronicotinic acid (2.063 g, 8.725 mmol) in methylene chloride (20 mL) was slowly added oxalyl chloride (1.11 g, 8.725 mmol) followed by the addition of dimethylformamide (5 drops). After 4 H the mixture was concentrated in vacuo to provide 2.21 g of 5-bromo-2-chloropyridine-3-carbonyl chloride as a light brown solid, which was used as is in the next reaction. The reactants are BrC1=CN(C=2N=CN=C(C21)N[C@@H](C)C2=NN1C(C(N2C2=CC=CC=C2)=O)=C(C=C1)C)COCC[Si](C)(C)C ((S)-2-(1-((5-Bromo-7-((2-(trimethylsilyl)ethoxy)methyl)-7H-pyrrolo[2,3-d]pyrimidin-4-yl)amino)ethyl)-5-methyl-3-phenylpyrrolo[2,1-f][1,2,4]triazin-4(3H)-one), OC1=C(C=C(C=C1)NS(=O)(=O)C)B(O)O (2-hydroxy-5-(methylsulfonamido)phenylboronic acid), C([O-])([O-])=O.[Na+].[Na+] (sodium carbonate). The reagents and catalysts are Cl[Pd]([P](C1=CC=CC=C1)(C2=CC=CC=C2)C3=CC=CC=C3)([P](C4=CC=CC=C4)(C5=CC=CC=C5)C6=CC=CC=C6)Cl (bis(triphenylphosphine)palladium(II) dichloride). Product: OC1=C(C=C(C=C1)NS(=O)(=O)C)C1=CN(C=2N=CN=C(C21)N[C@@H](C)C2=NN1C(C(N2C2=CC=CC=C2)=O)=C(C=C1)C)COCC[Si](C)(C)C ((S)—N-(4-Hydroxy-3-(4-((1-(5-methyl-4-oxo-3-phenyl-3,4-dihydropyrrolo[2,1-f][1,2,4]triazin-2-yl)ethyl)amino)-7-((2-(trimethylsilyl)ethoxy)methyl)-7H-pyrrolo[2,3-d]pyrimidin-5-yl)phenyl)methanesulfonamide). The yield is 85.6%. RXN SMILES: Br[C:2]1[C:10]2[C:9]([NH:11][C@H:12]([C:14]3[N:19]([C:20]4[CH:25]=[CH:24][CH:23]=[CH:22][CH:21]=4)[C:18](=[O:26])[C:17]4=[C:27]([CH3:30])[CH:28]=[CH:29][N:16]4[N:15]=3)[CH3:13])=[N:8][CH:7]=[N:6][C:5]=2[N:4]([CH2:31][O:32][CH2:33][CH2:34][Si:35]([CH3:38])([CH3:37])[CH3:36])[CH:3]=1.[OH:39][C:40]1[CH:45]=[CH:44][C:43]([NH:46][S:47]([CH3:50])(=[O:49])=[O:48])=[CH:42][C:41]=1B(O)O.C(=O)([O-])[O-].[Na+].[Na+]>Cl[Pd](Cl)([P](C1C=CC=CC=1)(C1C=CC=CC=1)C1C=CC=CC=1)[P](C1C=CC=CC=1)(C1C=CC=CC=1)C1C=CC=CC=1>[OH:39][C:40]1[CH:45]=[CH:44][C:43]([NH:46][S:47]([CH3:50])(=[O:49])=[O:48])=[CH:42][C:41]=1[C:2]1[C:10]2[C:9]([NH:11][C@H:12]([C:14]3[N:19]([C:20]4[CH:25]=[CH:24][CH:23]=[CH:22][CH:21]=4)[C:18](=[O:26])[C:17]4=[C:27]([CH3:30])[CH:28]=[CH:29][N:16]4[N:15]=3)[CH3:13])=[N:8][CH:7]=[N:6][C:5]=2[N:4]([CH2:31][O:32][CH2:33][CH2:34][Si:35]([CH3:38])([CH3:37])[CH3:36])[CH:3]=1 |f:2.3.4,^1:62,81|. Procedure: (S)-2-(1-((5-Bromo-7-((2-(trimethylsilyl)ethoxy)methyl)-7H-pyrrolo[2,3-d]pyrimidin-4-yl)amino)ethyl)-5-methyl-3-phenylpyrrolo[2,1-f][1,2,4]triazin-4(3H)-one (100 mg, 0.17 mmol) was treated with 2-hydroxy-5-(methylsulfonamido)phenylboronic acid (95 mg, 0.41 mmol, described at WO 2012013727 A1 20120202), sodium carbonate (52 mg, 0.49 mmols) and bis(triphenylphosphine)palladium(II) dichloride (41 mg, 0.05 mmol) according to the method described in Preparation 62. The residue was purified using SP1®...